This data is from the Open Reaction Database (ORD), a public repository of structured organic reaction records. The task is: describe an organic reaction: reactants, conditions, products, and yield Starting materials: C(C)(C)(C)OC(=O)N1[C@@H](CCC1CN([C@@H](C)C(=O)OC)C(=O)OCC1=CC=CC=C1)CC=C ((S)-2-allyl-5-{[benzyloxycarbonyl-((S)-1-methoxycarbonyl-ethyl)-amino]-methyl}-pyrrolidine-1-carboxylic acid tert-butyl ester), C([O-])([O-])=O.[K+].[K+] (potassium carbonate). The solvent is Cl (hydrogen chloride). Conditions: time 16 hour. Yields the product C(C1=CC=CC=C1)OC(=O)N1C[C@H]2N(C([C@@H]1C)=O)C(CC2)CC=C ((3S,8aS)-6-Allyl-3-methyl-4-oxo-hexahydro-pyrrolo[1,2-a]pyrazine-2-carboxylic acid benzyl ester). Isolated yield 103.5%. As a reaction SMILES: C([O:5][C:6]([N:8]1[CH:12]([CH2:13][N:14]([C:21]([O:23][CH2:24][C:25]2[CH:30]=[CH:29][CH:28]=[CH:27][CH:26]=2)=[O:22])[C@H:15](C(OC)=O)[CH3:16])[CH2:11][CH2:10][C@H:9]1[CH2:31][CH:32]=[CH2:33])=O)(C)(C)C.C(=O)([O-])[O-].[K+].[K+]>Cl>[CH2:24]([O:23][C:21]([N:14]1[C@@H:15]([CH3:16])[C:6](=[O:5])[N:8]2[CH:9]([CH2:31][CH:32]=[CH2:33])[CH2:10][CH2:11][C@H:12]2[CH2:13]1)=[O:22])[C:25]1[CH:30]=[CH:29][CH:28]=[CH:27][CH:26]=1 |f:1.2.3|. Procedure: A solution of (S)-2-allyl-5-{[benzyloxycarbonyl-((S)-1-methoxycarbonyl-ethyl)-amino]-methyl}-pyrrolidine-1-carboxylic acid tert-butyl ester (298 mg, 0.65 mmol) in hydrogen chloride solution (4 M in 1,4-dioxane, 3 mL) was stirred at room temperature for 2 h, then evaporated. The residue was taken up in MeOH (3 mL), then after addition of potassium carbonate (268 mg, 1.94 mmol) the suspension was stirred at room temperature for 16 h, then partitioned between sat. aq. ammonium chloride solution and... The reactants are CO, Cn1nnc2sc([N+](=O)[O-])cc2c1=O, [Cl-], Cl, [Fe], [NH4+], O. Yields the product Cn1nnc2sc(N)cc2c1=O. As a reaction SMILES: [CH3:18][OH:19].[CH3:1][n:2]1[n:3][n:4][c:5]2[c:6]([c:7]1=[O:8])[cH:9][c:10]([N+:12]([O-:13])=[O:14])[s:11]2.[Cl-:16].[ClH:15].[Fe:21].[NH4+:17].[OH2:20]>>[CH3:1][n:2]1[n:3][n:4][c:5]2[c:6]([c:7]1=[O:8])[cH:9][c:10]([NH2:12])[s:11]2.